From a dataset of the Open Reaction Database (ORD), a public repository of structured organic reaction records. describe an organic reaction: reactants, conditions, products, and yield Run in O (water), O (water). Product: ClC1=C(C=CC(=C1)Cl)NNC(=O)N (1-(2,4-dichlorophenyl)semicarbazide). RXN SMILES: Cl.[Cl:2][C:3]1[CH:8]=[C:7]([Cl:9])[CH:6]=[CH:5][C:4]=1[NH:10][NH2:11].[O-:12][C:13]#[N:14].[K+]>O>[Cl:2][C:3]1[CH:8]=[C:7]([Cl:9])[CH:6]=[CH:5][C:4]=1[NH:10][NH:11][C:13]([NH2:14])=[O:12] |f:0.1,2.3|. Reported procedure: A 20 g portion of 2,4-dichlorophenylhydrazine hydrochloride was added to 200 ml of water and the solution was heated to 80°. Then 6.8 g of potassium cyanate was dissolved in 75 ml of water, and that solution was added dropwise to the first solution. The mixture was stirred for 4 hours at 80°, and it was then cooled. The product was collected by filtration, dried, and recrystallized from ethanol to obtain 11.8 g of the desired intermediate. The reactants are [O-]C#N.[K+] (potassium cyanate), Cl.ClC1=C(C=CC(=C1)Cl)NN (2,4-dichlorophenylhydrazine hydrochloride). Run at time 4 hour. Product: BrC1=C(C(=CC=2C(=CCC(C12)(C)C)C(C)C)/C(=C(\CO)/F)/C)OC(C)C ((2E)-3-(4-Bromo-3-isopropoxy-8-isopropyl-5,5-dimethyl-5,6-dihydro naphthalen-2-yl)-2-fluoro-but-2-en-1-ol). Reaction SMILES: [Br:1][C:2]1[C:11]2[C:10]([CH3:13])([CH3:12])[CH2:9][CH:8]=[C:7]([CH:14]([CH3:16])[CH3:15])[C:6]=2[CH:5]=[C:4](/[C:17](/[CH3:25])=[C:18](/[F:24])\[C:19](OCC)=[O:20])[C:3]=1[O:26][CH:27]([CH3:29])[CH3:28].[H-].C([Al+]CC(C)C)C(C)C>>[Br:1][C:2]1[C:11]2[C:10]([CH3:13])([CH3:12])[CH2:9][CH:8]=[C:7]([CH:14]([CH3:16])[CH3:15])[C:6]=2[CH:5]=[C:4](/[C:17](/[CH3:25])=[C:18](/[F:24])\[CH2:19][OH:20])[C:3]=1[O:26][CH:27]([CH3:29])[CH3:28] |f:1.2|. Procedure details: Following General Procedure G-1, ethyl (2E)-3-(4-bromo-3-isopropoxy-8-isopropyl-5,5-dimethyl-5,6-dihydro-naphthalen-2-yl)-2-fluoro-but-2-enoate (Compound A-128, 282 mg, 0.60 mmol) and diisobutylaluminum hydride (1 M in methylene chloride, 2.4 mL, 2.4 mmol) were reacted to give the title compound as a colorless oil after purification by flash chromatography (silica gel, 10% ethyl acetate in hexanes). Reactants: BrC1=C(C(=CC=2C(=CCC(C12)(C)C)C(C)C)/C(=C(\C(=O)OCC)/F)/C)OC(C)C (ethyl (2E)-3-(4-bromo-3-isopropoxy-8-isopropyl-5,5-dimethyl-5,6-dihydro-naphthalen-2-yl)-2-fluoro-but-2-enoate), [H-].C(C(C)C)[Al+]CC(C)C (diisobutylaluminum hydride). The reactants are CC1CN(C(=O)OC(C)(C)C)CCC1c1cc(F)cc2ccoc12, [Li]CCCC, CI, C1CCOC1. Reaction SMILES: [C:1]([CH3:2])([CH3:3])([CH3:4])[O:5][C:6](=[O:7])[N:8]1[CH2:9][CH:10]([CH3:24])[CH:11]([c:14]2[cH:15][c:16]([F:23])[cH:17][c:18]3[cH:19][cH:20][o:21][c:22]23)[CH2:12][CH2:13]1.[CH2:25]([Li:26])[CH2:27][CH2:28][CH3:29].[I:30][CH3:31].[O:32]1[CH2:33][CH2:34][CH2:35][CH2:36]1>>[C:1]([CH3:2])([CH3:3])([CH3:4])[O:5][C:6](=[O:7])[N:8]1[CH2:9][CH:10]([CH3:24])[CH:11]([c:14]2[cH:15][c:16]([F:23])[cH:17][c:18]3[cH:19][c:20]([CH3:25])[o:21][c:22]23)[CH2:12][CH2:13]1. Yields the product Cc1cc2cc(F)cc(C3CCN(C(=O)OC(C)(C)C)CC3C)c2o1. Reactants: CC#N, CCOC(C)=O, COc1ccc(F)cc1C(C)(C)CC1(C(F)(F)F)CO1, O=S(=O)([O-])C(F)(F)F, O=S(=O)([O-])C(F)(F)F, O=S(=O)([O-])C(F)(F)F, COC(=O)c1cccc(-n2ncc3c(N)cc(C)cc32)c1, [Y+3]. Yields the product COC(=O)c1cccc(-n2ncc3c(NCC(O)(CC(C)(C)c4cc(F)ccc4OC)C(F)(F)F)cc(C)cc32)c1. RXN SMILES: [CH3:21][C:22]#[N:23].[CH3:45][CH2:46][O:47][C:48](=[O:49])[CH3:50].[F:1][c:2]1[cH:3][cH:4][c:5]([O:19][CH3:20])[c:6]([C:8]([CH2:9][C:10]2([C:13]([F:14])([F:15])[F:16])[O:11][CH2:12]2)([CH3:17])[CH3:18])[cH:7]1.[F:51][C:52]([F:53])([F:54])[S:55]([O-:56])(=[O:57])=[O:58].[F:60][C:61]([F:62])([F:63])[S:64]([O-:65])(=[O:66])=[O:67].[F:68][C:69]([F:70])([F:71])[S:72]([O-:73])(=[O:74])=[O:75].[NH2:24][c:25]1[c:26]2[cH:27][n:28][n:29](-[c:35]3[cH:36][c:37]([C:38](=[O:39])[O:40][CH3:41])[cH:42][cH:43][cH:44]3)[c:30]2[cH:31][c:32]([CH3:34])[cH:33]1.[Y+3:59]>>[F:1][c:2]1[cH:3][cH:4][c:5]([O:19][CH3:20])[c:6]([C:8]([CH2:9][C:10]([OH:11])([CH2:12][NH:24][c:25]2[c:26]3[cH:27][n:28][n:29](-[c:35]4[cH:36][c:37]([C:38](=[O:39])[O:40][CH3:41])[cH:42][cH:43][cH:44]4)[c:30]3[cH:31][c:32]([CH3:34])[cH:33]2)[C:13]([F:14])([F:15])[F:16])([CH3:17])[CH3:18])[cH:7]1. Starting materials: [H-].[Al+3].[Li+].[H-].[H-].[H-] (lithium aluminum hydride), C1CCOC1 (THF), C1(=CC=CC=C1)C(C1=CC=CC=C1)(C1=CC=CC=C1)NCC1C(C1)C(=O)OCC (ethyl 2-triphenylmethylaminomethylcyclopropane-1-carboxylate), C1CCOC1 (THF). Run at time 8 hour. Yields the product C1(=CC=CC=C1)C(C1=CC=CC=C1)(C1=CC=CC=C1)NCC1C(C1)(O)C (2-triphenylmethylaminomethyl-1-hydroxy-methylcyclopropane). As a reaction SMILES: [H-].[Al+3].[Li+].[H-].[H-].[H-].[C:7]1([C:13]([NH:26][CH2:27][CH:28]2[CH2:30][CH:29]2[C:31](OCC)=O)([C:20]2[CH:25]=[CH:24][CH:23]=[CH:22][CH:21]=2)[C:14]2[CH:19]=[CH:18][CH:17]=[CH:16][CH:15]=2)[CH:12]=[CH:11][CH:10]=[CH:9][CH:8]=1.C1C[O:39]CC1>>[C:7]1([C:13]([NH:26][CH2:27][CH:28]2[CH2:30][C:29]2([CH3:31])[OH:39])([C:20]2[CH:21]=[CH:22][CH:23]=[CH:24][CH:25]=2)[C:14]2[CH:19]=[CH:18][CH:17]=[CH:16][CH:15]=2)[CH:8]=[CH:9][CH:10]=[CH:11][CH:12]=1 |f:0.1.2.3.4.5|. Procedure details: To a mixture of lithium aluminum hydride (0.077 g; 2.04 mmol) in 10 ml THF is added ethyl 2-triphenylmethylaminomethylcyclopropane-1-carboxylate (0.714 g; 1.85 mmol) in 20 ml THF and stirred overnight. The reaction mixture is quenched with water, filtered, concentrated in vacuo and flash chromatographed using hexane:ethylacetate;3:l to obtain 2-triphenylmethylaminomethyl-1-hydroxy-methylcyclopropane as a clear oil which is used directly in the next step.